From a dataset of the Open Reaction Database (ORD), a public repository of structured organic reaction records. describe an organic reaction: reactants, conditions, products, and yield Starting materials: N#CCNC(=O)CCl, CN(C)C=O, Sc1ccc(Cl)cc1, ClCCl, [H-], [Na+], O. Product: N#CCNC(=O)CSc1ccc(Cl)cc1. As a reaction SMILES: [C:11](#[N:12])[CH2:13][NH:14][C:15]([CH2:16][Cl:17])=[O:18].[CH3:20][N:21]([CH3:22])[CH:23]=[O:24].[Cl:1][c:2]1[cH:3][cH:4][c:5]([SH:8])[cH:6][cH:7]1.[Cl:25][CH2:26][Cl:27].[H-:9].[Na+:10].[OH2:19]>>[Cl:1][c:2]1[cH:3][cH:4][c:5]([S:8][CH2:16][C:15]([NH:14][CH2:13][C:11]#[N:12])=[O:18])[cH:6][cH:7]1. The reactants are CI, [K+], [K+], O=C([O-])[O-], CN(C)C=O, Oc1cc(C(F)(F)F)nc2ccc(-c3cc4ccccc4o3)cc12. Yields the product COc1cc(C(F)(F)F)nc2ccc(-c3cc4ccccc4o3)cc12. RXN SMILES: [CH3:31][I:32].[K+:25].[K+:26].[O-:27][C:28]([O-:29])=[O:30].[O:33]=[CH:34][N:35]([CH3:36])[CH3:37].[o:1]1[c:2](-[c:10]2[cH:11][c:12]3[c:13]([OH:24])[cH:14][c:15]([C:20]([F:21])([F:22])[F:23])[n:16][c:17]3[cH:18][cH:19]2)[cH:3][c:4]2[c:5]1[cH:6][cH:7][cH:8][cH:9]2>>[o:1]1[c:2](-[c:10]2[cH:11][c:12]3[c:13]([O:24][CH3:28])[cH:14][c:15]([C:20]([F:21])([F:22])[F:23])[n:16][c:17]3[cH:18][cH:19]2)[cH:3][c:4]2[c:5]1[cH:6][cH:7][cH:8][cH:9]2. Reactants: IC=1C=CC(=C(C(=O)O)C1)C (5-iodo-2-methyl benzoic acid), O1CCCC1.B (borane tetrahydrofuran), ClCCl (dichloromethane). The reagents and catalysts are O=[Mn]=O (MnO2). Solvent: O1CCCC1 (tetrahydrofuran). Run at time 2 hour. Product: IC=1C=CC(=C(C=O)C1)C (5-Iodo-2-methyl-benzaldehyde). Yield: 24.6%. Reaction SMILES: [I:1][C:2]1[CH:3]=[CH:4][C:5]([CH3:11])=[C:6]([CH:10]=1)[C:7](O)=[O:8].O1CCCC1.B.ClCCl>O1CCCC1.O=[Mn]=O>[I:1][C:2]1[CH:3]=[CH:4][C:5]([CH3:11])=[C:6]([CH:10]=1)[CH:7]=[O:8] |f:1.2|. Reported procedure: To a solution of 5-iodo-2-methyl benzoic acid (24 g, 91 mmol) (AKSCI) in anhydrous tetrahydrofuran (100 mL) at 0° C. was added borane tetrahydrofuran (1 M, 250 mL, 250 mmol) dropwise. The reaction mixture was then stirred at room temperature for 2 h. The mixture was concentrated and residue was partitioned between ethyl acetate and water. Organic layer was separated, washed with brine, dried over MgSO4, and concentrated to give an off-white solid. The solid was dissolved into dichloromethane (30... As a reaction SMILES: [C:1]([O:2][C:3](=[O:4])[N:8]1[CH2:9][CH2:10][CH:11]([c:14]2[c:15]3[c:16]([n:17]([CH3:19])[n:18]2)[cH:20][cH:21][s:22]3)[CH2:12][CH2:13]1)([CH3:5])([CH3:6])[CH3:7].[ClH:23]>>[ClH:23].[NH:8]1[CH2:9][CH2:10][CH:11]([c:14]2[c:15]3[c:16]([n:17]([CH3:19])[n:18]2)[cH:20][cH:21][s:22]3)[CH2:12][CH2:13]1. Reactants: Cn1nc(C2CCN(C(=O)OC(C)(C)C)CC2)c2sccc21, Cl. The product is Cl, Cn1nc(C2CCNCC2)c2sccc21. The reactants are B, C1CCOC1, COC(=O)C(C)(C)c1ccc([N+](=O)[O-])cc1. The product is CC(C)(CO)c1ccc([N+](=O)[O-])cc1. As a reaction SMILES: [BH3:17].[CH2:18]1[O:19][CH2:20][CH2:21][CH2:22]1.[CH3:1][C:2]([C:3](=[O:4])[O:5][CH3:6])([CH3:7])[c:8]1[cH:9][cH:10][c:11]([N+:14](=[O:15])[O-:16])[cH:12][cH:13]1>>[CH3:1][C:2]([CH2:3][OH:4])([CH3:7])[c:8]1[cH:9][cH:10][c:11]([N+:14](=[O:15])[O-:16])[cH:12][cH:13]1. The reactants are c1ccc(C(c2ccccc2)N2CCNCC2)cc1, COC(=O)c1cc(Cl)ccc1NC(=O)COCC(=O)O. Yields the product COC(=O)c1cc(Cl)ccc1NC(=O)COCC(=O)N1CCN(C(c2ccccc2)c2ccccc2)CC1. RXN SMILES: [CH:21]([c:22]1[cH:23][cH:24][cH:25][cH:26][cH:27]1)([c:28]1[cH:29][cH:30][cH:31][cH:32][cH:33]1)[N:34]1[CH2:35][CH2:36][NH:37][CH2:38][CH2:39]1.[Cl:1][c:2]1[cH:3][c:4]([C:17](=[O:18])[O:19][CH3:20])[c:5]([NH:8][C:9]([CH2:10][O:11][CH2:12][C:13](=[O:14])[OH:15])=[O:16])[cH:6][cH:7]1>>[Cl:1][c:2]1[cH:3][c:4]([C:17](=[O:18])[O:19][CH3:20])[c:5]([NH:8][C:9]([CH2:10][O:11][CH2:12][C:13](=[O:15])[N:37]2[CH2:36][CH2:35][N:34]([CH:21]([c:22]3[cH:23][cH:24][cH:25][cH:26][cH:27]3)[c:28]3[cH:29][cH:30][cH:31][cH:32][cH:33]3)[CH2:39][CH2:38]2)=[O:16])[cH:6][cH:7]1. The reactants are Cl.C1(=CC=CC=C1)CNCC(=O)N([C@@H](C)C1=CC=CC=C1)CC1=CC=CC=C1 (2-(phenylmethyl)amino-N-phenylmethyl-N-{1(S)-phenylethyl}acetamide hydrochloride), C[C@H](NCC1=CC=CC=C1)C1=CC=CC=C1 (α(S)-methyl-N-(phenylmethyl)benzene methanamine), C(N)([O-])=O (carbamate). Product: Cl.O=C(CNC(O)=O)N([C@@H](C)C1=CC=CC=C1)CC1=CC=CC=C1 (N-{2-oxo-2-{(phenylmethyl)(1(S)-phenylethyl}amino}ethyl}carbamate hydrochloride). Reaction SMILES: [ClH:1].C1(CN[CH2:10][C:11]([N:13]([CH2:22][C:23]2[CH:28]=[CH:27][CH:26]=[CH:25][CH:24]=2)[C@H:14]([C:16]2[CH:21]=[CH:20][CH:19]=[CH:18][CH:17]=2)[CH3:15])=[O:12])C=CC=CC=1.C[C@@H](C1C=CC=CC=1)NCC1C=CC=CC=1.[C:45](=[O:48])([O-:47])[NH2:46]>>[ClH:1].[O:12]=[C:11]([N:13]([CH2:22][C:23]1[CH:24]=[CH:25][CH:26]=[CH:27][CH:28]=1)[C@H:14]([C:16]1[CH:17]=[CH:18][CH:19]=[CH:20][CH:21]=1)[CH3:15])[CH2:10][NH:46][C:45](=[O:47])[OH:48] |f:0.1,4.5|. Reported procedure: 2-(phenylmethyl)amino-N-phenylmethyl-N-{1(S)-phenylethyl}acetamide hydrochloride: By following the procedure of Example 1(a) but replacing dibenzylamine with α(S)-methyl-N-(phenylmethyl)benzene methanamine, ((S)-N-benzyl-α-methylbenzylamine, Oxford Asymmetry Ltd., Abingdon Oxon, UK), tert-butyl N-{2-oxo-2-{(phenylmethyl)1(S)-phenylethyl}amino}ethyl}carbamate was made. The Boc group was removed following the procedure of Example 1(b) to give N-{2-oxo-2-{(phenylmethyl)(1(S)-phenylethyl}amino}ethyl... Conditions: time 16 hour. Procedure: 1.355 g of tert-butyl 5-benzylhexahydro-1H-pyrrolo[3,4-c]pyridine-2(3H)-carboxylate (4.28 mmol) were dissolved in 10 ml of ethanol. To the solution 20 ml of 5 N HCl in isopropanol were added and the obtained mixture was stirred at room temperature for 16 h. After addition of diethyl ether the product precipitated. The product was filtered and after an additional washing with diethyl ether, the product was dried. Additional product was obtained by concentration of the filtrates and crystallizatio... Starting materials: Cl (HCl), C(C1=CC=CC=C1)N1CC2C(CC1)CN(C2)C(=O)OC(C)(C)C (tert-butyl 5-benzylhexahydro-1H-pyrrolo[3,4-c]pyridine-2(3H)-carboxylate), C(C)OCC (diethyl ether). Reaction SMILES: [CH2:1]([N:8]1[CH2:13][CH2:12][CH:11]2[CH2:14][N:15](C(OC(C)(C)C)=O)[CH2:16][CH:10]2[CH2:9]1)[C:2]1[CH:7]=[CH:6][CH:5]=[CH:4][CH:3]=1.[ClH:24].C(OCC)C>C(O)C.C(O)(C)C>[Cl-:24].[CH2:1]([NH+:8]1[CH2:13][CH2:12][CH:11]2[CH2:14][NH2+:15][CH2:16][CH:10]2[CH2:9]1)[C:2]1[CH:7]=[CH:6][CH:5]=[CH:4][CH:3]=1.[Cl-:24] |f:5.6.7|. Solvent: C(C)(C)O (isopropanol), C(C)O (ethanol). Yields the product [Cl-].C(C1=CC=CC=C1)[NH+]1CC2C(CC1)C[NH2+]C2.[Cl-] (5-benzyloctahydro-1H-pyrrolo[3,4-c]pyridine-2,5-diium chloride).